The task is: describe an organic reaction: reactants, conditions, products, and yield. This data is from the Open Reaction Database (ORD), a public repository of structured organic reaction records. Reaction SMILES: [CH3:58][C:59](=[O:60])[CH3:61].[N+:35](=[O:36])([O-:37])[c:38]1[c:39]([S:44](=[O:45])([O:46][c:47]2[s:48][c:49]3[cH:50][cH:51][cH:52][cH:53][c:54]3[n:55]2)=[S:56])[cH:40][cH:41][cH:42][cH:43]1.[OH2:57].[c:1]1([CH2:7][C:8](=[O:9])[NH:10][CH:11]2[C:12](=[O:34])[N:13]([CH:26]([C:27](=[O:28])[O:29][CH3:30])[C:31](=[CH2:32])[CH3:33])[CH:14]2[S:15][S:16][c:17]2[s:18][c:19]3[cH:20][cH:21][cH:22][cH:23][c:24]3[n:25]2)[cH:2][cH:3][cH:4][cH:5][cH:6]1>>[c:1]1([CH2:7][C:8](=[O:9])[NH:10][CH:11]2[C:12](=[O:34])[N:13]([CH:26]([C:27](=[O:28])[O:29][CH3:30])[C:31](=[CH2:32])[CH3:33])[CH:14]2[S:46][S:44]([c:39]2[c:38]([N+:35](=[O:36])[O-:37])[cH:43][cH:42][cH:41][cH:40]2)(=[O:45])=[O:56])[cH:2][cH:3][cH:4][cH:5][cH:6]1. The product is C=C(C)C(C(=O)OC)N1C(=O)C(NC(=O)Cc2ccccc2)C1SS(=O)(=O)c1ccccc1[N+](=O)[O-]. The reactants are CC(C)=O, O=[N+]([O-])c1ccccc1S(=O)(=S)Oc1nc2ccccc2s1, O, C=C(C)C(C(=O)OC)N1C(=O)C(NC(=O)Cc2ccccc2)C1SSc1nc2ccccc2s1. The reactants are CO, ON=Cc1ccc(C(F)(F)F)cc1, [H][H], [Pd]. Product: NCc1ccc(C(F)(F)F)cc1. As a reaction SMILES: [CH3:14][OH:15].[F:1][C:2]([c:3]1[cH:4][cH:5][c:6]([CH:7]=[N:8][OH:9])[cH:10][cH:11]1)([F:12])[F:13].[H:16][H:17].[Pd:18]>>[F:1][C:2]([c:3]1[cH:4][cH:5][c:6]([CH2:7][NH2:8])[cH:10][cH:11]1)([F:12])[F:13]. Starting materials: C(=O)([O-])[O-].[Na+].[Na+] (Na2CO3), O=C1CCC(CC1)N1CCC(CC1)N1C(NC2=C1C=CC=C2)=O (1,3-dihydro-1-{1-[4-oxocyclohex-1-yl]piperidin-4-yl}-2H-benzimidazol-2-one), NC=1C=NC=NC1 (5-aminopyrimidine), C(C)(=O)O[BH-](OC(C)=O)OC(C)=O.[Na+] (sodium triacetoxyborohydride). The solvent is C(Cl)(Cl)Cl (chloroform), C(C)(=O)O (acetic acid), ClCCCl (1,2-dichloroethane). Run at time 48 hour. Yields the product [NH4+].[OH-] (NH4OH), N1=CN=CC(=C1)N[C@@H]1CC[C@H](CC1)N1CCC(CC1)N1C(NC2=C1C=CC=C2)=O (trans-1,3-dihydro-1-{1-[1-(5-pyrimidinylamino)cyclohex-4-yl]piperidin-4-yl}-2H-benzimidazol-2-one). Yield: 54.3%. Reaction SMILES: [O:1]=[C:2]1[CH2:7][CH2:6][CH:5]([N:8]2[CH2:13][CH2:12][CH:11]([N:14]3[C:18]4[CH:19]=[CH:20][CH:21]=[CH:22][C:17]=4[NH:16][C:15]3=[O:23])[CH2:10][CH2:9]2)[CH2:4][CH2:3]1.[NH2:24][C:25]1[CH:26]=[N:27][CH:28]=[N:29][CH:30]=1.C(O[BH-](OC(=O)C)OC(=O)C)(=O)C.[Na+].C([O-])([O-])=O.[Na+].[Na+]>C(Cl)(Cl)Cl.C(O)(=O)C.ClCCCl>[NH4+:8].[OH-:1].[N:27]1[CH:26]=[C:25]([NH:24][C@H:2]2[CH2:7][CH2:6][C@H:5]([N:8]3[CH2:13][CH2:12][CH:11]([N:14]4[C:18]5[CH:19]=[CH:20][CH:21]=[CH:22][C:17]=5[NH:16][C:15]4=[O:23])[CH2:10][CH2:9]3)[CH2:4][CH2:3]2)[CH:30]=[N:29][CH:28]=1 |f:2.3,4.5.6,10.11|. Procedure: A mixture of 0.25 g of 1,3-dihydro-1-{1-[4-oxocyclohex-1-yl]piperidin-4-yl}-2H-benzimidazol-2-one, 0.25 g of 5-aminopyrimidine (H. Bredereck, F. Effenberger and E. H. Schweizer, Chem. Ber. 1962 95, 803-9), 2 mL of 1,2-dichloroethane, 0.5 mL of acetic acid and 0.35 g of sodium triacetoxyborohydride was stirred at room temperature for 48 h. The reaction mixture was poured into 200 mL chloroform and 20 mL saturated aqueous Na2CO3 and the layers separated. The aqueous layer was extracted with 2×25 m... The reactants are [Si](C)(C)(C(C)(C)C)OCCC[C@@H](C(=O)OC)OC1=C2C(=NC=N1)N(N=C2)C2=NC=CC=C2Cl ((2S)-methyl 5-(tert-butyldimethylsilyloxy)-2-(1-(3-chloropyridin-2-yl)-1H-pyrazolo[3,4-d]pyrimidin-4-yloxy)pentanoate), C(CC(O)(C(=O)O)CC(=O)O)(=O)O (citric acid), C[Al](C)C (trimethylaluminium), CC=1C=CC(=NC1)N (5-methylpyridin-2-amine). Run in C1(=CC=CC=C1)C (toluene), C(C)(=O)OCC (ethyl acetate), C1(=CC=CC=C1)C (toluene). Run at temperature 0 celsius, time 20 minute. Product: [Si](C)(C)(C(C)(C)C)OCCC[C@@H](C(=O)NC1=NC=C(C=C1)C)OC1=NC=NC2=C1C=NN2C2=NC=CC=C2Cl ((2S)-5-(tert-butyl-dimethylsilyl)oxy-2-[1-(3-chloropyridin-2-yl)pyrazolo[4,5-e]pyrimidin-4-yl]oxy-N-(5-methylpyridin-2-yl)pentanamide). Isolated yield 37.3%. RXN SMILES: C[Al](C)C.[CH3:5][C:6]1[CH:7]=[CH:8][C:9]([NH2:12])=[N:10][CH:11]=1.[Si:13]([O:20][CH2:21][CH2:22][CH2:23][C@H:24]([O:29][C:30]1[N:35]=[CH:34][N:33]=[C:32]2[N:36]([C:39]3[C:44]([Cl:45])=[CH:43][CH:42]=[CH:41][N:40]=3)[N:37]=[CH:38][C:31]=12)[C:25](OC)=[O:26])([C:16]([CH3:19])([CH3:18])[CH3:17])([CH3:15])[CH3:14].C(O)(=O)CC(CC(O)=O)(C(O)=O)O>C1(C)C=CC=CC=1.C(OCC)(=O)C>[Si:13]([O:20][CH2:21][CH2:22][CH2:23][C@H:24]([O:29][C:30]1[C:31]2[CH:38]=[N:37][N:36]([C:39]3[C:44]([Cl:45])=[CH:43][CH:42]=[CH:41][N:40]=3)[C:32]=2[N:33]=[CH:34][N:35]=1)[C:25]([NH:12][C:9]1[CH:8]=[CH:7][C:6]([CH3:5])=[CH:11][N:10]=1)=[O:26])([C:16]([CH3:18])([CH3:19])[CH3:17])([CH3:15])[CH3:14]. Procedure: A solution of trimethylaluminium (2M in hexane) (0.491 mL, 0.98 mmol) was added dropwise to a stirred solution of 5-methylpyridin-2-amine (92 mg, 0.85 mmol) in toluene (5 mL) cooled to 0° C., over a period of 1 minute under nitrogen. The resulting solution was stirred at 0° C. for 20 minutes. A solution of (2S)-methyl 5-(tert-butyldimethylsilyloxy)-2-(1-(3-chloropyridin-2-yl)-1H-pyrazolo[3,4-d]pyrimidin-4-yloxy)pentanoate (Intermediate O2) (420 mg, 0.85 mmol) in toluene (5 mL) was added dropwise...